From a dataset of the Open Reaction Database (ORD), a public repository of structured organic reaction records. describe an organic reaction: reactants, conditions, products, and yield Starting materials: BrC(Br)(Br)Br, ClCCl, c1ccc(P(c2ccccc2)c2ccccc2)cc1, OCC(CCCc1ccccc1)CCCc1ccccc1. The product is BrCC(CCCc1ccccc1)CCCc1ccccc1. As a reaction SMILES: [C:41]([Br:42])([Br:43])([Br:44])[Br:45].[CH2:46]([Cl:47])[Cl:48].[c:1]1([P:2]([c:3]2[cH:4][cH:5][cH:6][cH:7][cH:8]2)[c:9]2[cH:10][cH:11][cH:12][cH:13][cH:14]2)[cH:15][cH:16][cH:17][cH:18][cH:19]1.[c:20]1([CH2:26][CH2:27][CH2:28][CH:29]([CH2:30][CH2:31][CH2:32][c:33]2[cH:34][cH:35][cH:36][cH:37][cH:38]2)[CH2:39][OH:40])[cH:21][cH:22][cH:23][cH:24][cH:25]1>>[c:20]1([CH2:26][CH2:27][CH2:28][CH:29]([CH2:30][CH2:31][CH2:32][c:33]2[cH:34][cH:35][cH:36][cH:37][cH:38]2)[CH2:39][Br:42])[cH:21][cH:22][cH:23][cH:24][cH:25]1. Starting materials: CC(=O)OI1(C=2C=CC=CC2C(=O)O1)(OC(=O)C)OC(=O)C (Dess-Martin reagent), ClCCl (dichloromethane), [Si](C)(C)(C(C)(C)C)OC1CC[C@@]2([C@H](/C=C/[C@@H]([C@H](OC(C1)=O)\C(=C\CO)\C)C)O[C@@H](O2)C2=CC=CC=C2)C ((2S,3aS,4E,6S,7S,13aR)-11-{[tert-butyl(dimethyl)silyl]oxy}-7-{(1E)-3-hydroxy-1-methylprop-1-en-1-yl}-6,13a-dimethyl-2-phenyl-3a,6,7,10,11,12,13,13a-octahydro-9H-[1,3]dioxolo[4,5-f]oxacyclododecin-9-one). The solvent is CCOCC (ether). Run at time 30 minute. Yields the product [Si](C)(C)(C(C)(C)C)OC1CC[C@@]2([C@H](/C=C/[C@@H]([C@H](OC(C1)=O)\C(=C\C=O)\C)C)O[C@@H](O2)C2=CC=CC=C2)C ((2S,3aS,4E,6S,7S,13aR)-11-{[tert-butyl(dimethyl)silyl]oxy}-7-[(E)-2-formyl-1-methyleth-1-en-1-yl]-6,13a-dimethyl-2-phenyl-3a,6,7,10,11,12,13,13a-octahydro-9H-[1,3]dioxolo[4,5-f]oxacyclododecin-9-one). Isolated yield 100.0%. RXN SMILES: CC(OI1(OC(C)=O)(OC(C)=O)OC(=O)C2C=CC=CC1=2)=O.ClCCl.[Si:26]([O:33][CH:34]1[CH2:45][C:44](=[O:46])[O:43][C@H:42](/[C:47](/[CH3:51])=[CH:48]/[CH2:49][OH:50])[C@@H:41]([CH3:52])[CH:40]=[CH:39][C@@H:38]2[O:53][C@H:54]([C:56]3[CH:61]=[CH:60][CH:59]=[CH:58][CH:57]=3)[O:55][C@:37]2([CH3:62])[CH2:36][CH2:35]1)([C:29]([CH3:32])([CH3:31])[CH3:30])([CH3:28])[CH3:27]>CCOCC>[Si:26]([O:33][CH:34]1[CH2:45][C:44](=[O:46])[O:43][C@H:42](/[C:47](/[CH3:51])=[CH:48]/[CH:49]=[O:50])[C@@H:41]([CH3:52])[CH:40]=[CH:39][C@@H:38]2[O:53][C@H:54]([C:56]3[CH:57]=[CH:58][CH:59]=[CH:60][CH:61]=3)[O:55][C@:37]2([CH3:62])[CH2:36][CH2:35]1)([C:29]([CH3:30])([CH3:31])[CH3:32])([CH3:28])[CH3:27]. Procedure: Dess-Martin reagent (565 mg, 1.33 mmol) was added to a dichloromethane (12.0 ml) solution of (2S,3aS,4E,6S,7S,13aR)-11-{[tert-butyl(dimethyl)silyl]oxy}-7-{(1E)-3-hydroxy-1-methylprop-1-en-1-yl}-6,13a-dimethyl-2-phenyl-3a,6,7,10,11,12,13,13a-octahydro-9H-[1,3]dioxolo[4,5-f]oxacyclododecin-9-one (587 mg, 1.11 mmol). The reaction solution was stirred at room temperature for 30 minutes. The reaction solution was diluted with ether and washed with a saturated sodium hydrogen carbonate aqueous solutio... Starting materials: ClC1=C(C=C(C=N1)OC[C@H]1N(CCC1)C)C=1C=NC=CC1 (6-Chloro-3-(1-methyl-2-(S)-pyrrolidinylmethoxy)-5-(3-pyridinyl)pyridine), C=O (formalin). Run in C(=O)O (formic acid). Conditions: temperature 80 celsius. Yields the product Cl.Cl.ClC1=C(C=C(C=N1)OC[C@H]1N(CCC1)C)C=1C=NC=CC1 (6-Chloro-3-(1-methyl-2-(S)-pyrrolidinylmethoxy)-5-(3-pridyl)pyridine dihydrochloride). Isolated yield 83.0%. As a reaction SMILES: [Cl:1][C:2]1[N:7]=[CH:6][C:5]([O:8][CH2:9][C@@H:10]2[CH2:14][CH2:13][CH2:12][N:11]2[CH3:15])=[CH:4][C:3]=1[C:16]1[CH:17]=[N:18][CH:19]=[CH:20][CH:21]=1.C=O>C(O)=O>[ClH:1].[ClH:1].[Cl:1][C:2]1[N:7]=[CH:6][C:5]([O:8][CH2:9][C@@H:10]2[CH2:14][CH2:13][CH2:12][N:11]2[CH3:15])=[CH:4][C:3]=1[C:16]1[CH:17]=[N:18][CH:19]=[CH:20][CH:21]=1 |f:3.4.5|. Reported procedure: To 6-Chloro-3-(1-methyl-2-(S)-pyrrolidinylmethoxy)-5-(3-pyridinyl)pyridine obtained from step a above (250 mg, 0.64 mmol) was added formalin (37%, 4 mL) and formic acid (2 mL), and the mixture was heated at 80° C. for 10 h. The solvent was concentrated, and solid NaHCO3 was added to the residue. At pH 8 the mixture was extracted with CH2Cl2, which was dried (MgSO4) and concentrated. The residue was chromatographed (silica gel; CH2Cl2/MeOH/NH4OH, 10:1:0.1) to afford the free base of the title com... Reactants: C1(=CC=CC=C1)C(OC1CCN(CC1)CCCO)C1=CC=CC=C1 (4-(diphenylmethoxy)-1-piperidinepropanol), [H-].[Na+] (sodium hydride), ClC=1C=CC=2N(N1)C=C(N2)OC (6-chloro-2-methoxyimidazo[1,2-b]pyridazine), ice water, [Cl-].[Na+] (sodium chloride). Run in CN(C=O)C (N,N-dimethylformamide). Reaction conditions: temperature 60 celsius, time 40 minute. Yields the product C1(=CC=CC=C1)C(OC1CCN(CC1)CCCOC=1C=CC=2N(N1)C=C(N2)OC)C2=CC=CC=C2 (6-[3-[4-(diphenylmethoxy)piperidino]propoxy]-2-methoxyimidazo[1,2-b]pyridazine). The yield is 45.3%. RXN SMILES: [C:1]1([CH:7]([C:19]2[CH:24]=[CH:23][CH:22]=[CH:21][CH:20]=2)[O:8][CH:9]2[CH2:14][CH2:13][N:12]([CH2:15][CH2:16][CH2:17][OH:18])[CH2:11][CH2:10]2)[CH:6]=[CH:5][CH:4]=[CH:3][CH:2]=1.[H-].[Na+].Cl[C:28]1[CH:29]=[CH:30][C:31]2[N:32]([CH:34]=[C:35]([O:37][CH3:38])[N:36]=2)[N:33]=1.[Cl-].[Na+]>CN(C)C=O>[C:19]1([CH:7]([C:1]2[CH:2]=[CH:3][CH:4]=[CH:5][CH:6]=2)[O:8][CH:9]2[CH2:14][CH2:13][N:12]([CH2:15][CH2:16][CH2:17][O:18][C:28]3[CH:29]=[CH:30][C:31]4[N:32]([CH:34]=[C:35]([O:37][CH3:38])[N:36]=4)[N:33]=3)[CH2:11][CH2:10]2)[CH:24]=[CH:23][CH:22]=[CH:21][CH:20]=1 |f:1.2,4.5|. Procedure details: 758 mg of 4-(diphenylmethoxy)-1-piperidinepropanol was dissolved in 40 ml of N,N-dimethylformamide; 102 mg of a 60% sodium hydride dispersion in mineral oil was added, followed by stirring at 60° C. for 40 minutes. After cooling, 428 mg of 6-chloro-2-methoxyimidazo[1,2-b]pyridazine was added, followed by stirring at 100° C. for 2.5 hours. After cooling, ice water and sodium chloride were added, followed by extraction with ethyl acetate-tetrahydrofuran (1:2); the extract was washed with saturated... Starting materials: C(=O)(O)CN1C(C(NC2=CC=CC=C12)=O)=O (1-Carboxymethylquinoxaline-2,3(1H,4H)-dione), [N+](=O)(O)[O-] (HNO3). Solvent: C(C)(=O)OC(C)=O (acetic anhydride), C(C)(=O)O (acetic acid). The product is C(=O)(O)CN1C(C(NC2=CC=C(C=C12)[N+](=O)[O-])=O)=O (1-Carboxymethyl-7-nitroquinoxaline-2,3(1H,4H)-dione). Reaction SMILES: [C:1]([CH2:4][N:5]1[C:14]2[C:9](=[CH:10][CH:11]=[CH:12][CH:13]=2)[NH:8][C:7](=[O:15])[C:6]1=[O:16])([OH:3])=[O:2].[N+:17]([O-])([OH:19])=[O:18]>C(OC(=O)C)(=O)C.C(O)(=O)C>[C:1]([CH2:4][N:5]1[C:14]2[C:9](=[CH:10][CH:11]=[C:12]([N+:17]([O-:19])=[O:18])[CH:13]=2)[NH:8][C:7](=[O:15])[C:6]1=[O:16])([OH:3])=[O:2]. Procedure details: Alternatively 1-carboxymethylquinoxaline-2,3(1H, 4H)-dione (Indian J. Chem. 20B, (1981), 822) could be nitrated using excess of 75% HNO3 in a mixture of acetic anhydride and acetic acid at 0° C. to give the title compound.